This data is from the Open Reaction Database (ORD), a public repository of structured organic reaction records. The task is: describe an organic reaction: reactants, conditions, products, and yield Reactants: COc1c(CCl)cccc1Sc1ccccc1Cl, CS(C)=O, [I-], N#C[K], [Na+]. Product: COc1c(CC#N)cccc1Sc1ccccc1Cl. Reaction SMILES: [CH3:1][O:2][c:3]1[c:4]([S:11][c:12]2[c:13]([Cl:18])[cH:14][cH:15][cH:16][cH:17]2)[cH:5][cH:6][cH:7][c:8]1[CH2:9][Cl:10].[CH3:24][S:25](=[O:26])[CH3:27].[I-:20].[K:21][C:22]#[N:23].[Na+:19]>>[CH3:1][O:2][c:3]1[c:4]([S:11][c:12]2[c:13]([Cl:18])[cH:14][cH:15][cH:16][cH:17]2)[cH:5][cH:6][cH:7][c:8]1[CH2:9][C:22]#[N:23]. Starting materials: CCCCO, CCN(C(C)C)C(C)C, NCc1cc2ccc(F)cc2nc1-c1ccccc1Cl, Clc1ncnc2nc[nH]c12. The product is Fc1ccc2cc(CNc3ncnc4[nH]cnc34)c(-c3ccccc3Cl)nc2c1. As a reaction SMILES: [CH2:40]([OH:41])[CH2:42][CH2:43][CH3:44].[CH:31]([N:32]([CH2:33][CH3:34])[CH:35]([CH3:36])[CH3:37])([CH3:38])[CH3:39].[Cl:1][c:2]1[c:3](-[c:8]2[n:9][c:10]3[cH:11][c:12]([F:20])[cH:13][cH:14][c:15]3[cH:16][c:17]2[CH2:18][NH2:19])[cH:4][cH:5][cH:6][cH:7]1.[Cl:21][c:22]1[c:23]2[nH:24][cH:25][n:26][c:27]2[n:28][cH:29][n:30]1>>[Cl:1][c:2]1[c:3](-[c:8]2[n:9][c:10]3[cH:11][c:12]([F:20])[cH:13][cH:14][c:15]3[cH:16][c:17]2[CH2:18][NH:19][c:22]2[c:23]3[n:24][cH:25][nH:26][c:27]3[n:28][cH:29][n:30]2)[cH:4][cH:5][cH:6][cH:7]1. Reactants: BrCCCCCl (1-bromo-4-chlorobutane), OC1=CC=C2C=CC(NC2=C1)=O (7-hydroxy-1H-quinolin-2-one), CN(C)C=O (DMF), C([O-])([O-])=O.[K+].[K+] (potassium carbonate). Run in O (Water). Conditions: temperature 35 celsius, time 15 minute. Product: ClCCCCOC1=CC=C2C=CC(NC2=C1)=O (7-(4-chlorobutoxy)-1H-quinolin-2-one). RXN SMILES: [OH:1][C:2]1[CH:11]=[C:10]2[C:5]([CH:6]=[CH:7][C:8](=[O:12])[NH:9]2)=[CH:4][CH:3]=1.CN(C=O)C.C(=O)([O-])[O-].[K+].[K+].Br[CH2:25][CH2:26][CH2:27][CH2:28][Cl:29]>O>[Cl:29][CH2:28][CH2:27][CH2:26][CH2:25][O:1][C:2]1[CH:11]=[C:10]2[C:5]([CH:6]=[CH:7][C:8](=[O:12])[NH:9]2)=[CH:4][CH:3]=1 |f:2.3.4|. Procedure details: After 7-hydroxy-1H-quinolin-2-one (10 g) and DMF (50 ml) were heated to approximately 30° C., an aqueous potassium carbonate solution (potassium carbonate: 8.6 g, water: 10 ml) was added. After the mixture was stirred at 30 to 40° C. for about 15 minutes, 1-bromo-4-chlorobutane (14.3 ml) was added and stirred at approximately 40° C. for 5 hours. Water (100 ml) was added dropwise over a period of 30 minutes or more while the temperature was maintained at 30° C. or more. After the mixture was stir... Reactants: ClCCl, CC(C)(C)OC(=O)N1CCOC(COc2ccc3[nH]c(C(=O)NCc4ccc(Cl)c(Oc5cc(Cl)cc(C#N)c5)c4F)cc3c2)C1, O=C(O)C(F)(F)F. Yields the product N#Cc1cc(Cl)cc(Oc2c(Cl)ccc(CNC(=O)c3cc4cc(OCC5CNCCO5)ccc4[nH]3)c2F)c1. RXN SMILES: [Cl:54][CH2:55][Cl:56].[Cl:8][c:9]1[c:10]([O:44][c:45]2[cH:46][c:47]([Cl:53])[cH:48][c:49]([C:51]#[N:52])[cH:50]2)[c:11]([F:43])[c:12]([CH2:15][NH:16][C:17](=[O:18])[c:19]2[nH:20][c:21]3[cH:22][cH:23][c:24]([O:28][CH2:29][CH:30]4[O:31][CH2:32][CH2:33][N:34]([C:36]([O:37][C:38]([CH3:39])([CH3:40])[CH3:41])=[O:42])[CH2:35]4)[cH:25][c:26]3[cH:27]2)[cH:13][cH:14]1.[OH:1][C:2]([C:3]([F:4])([F:5])[F:6])=[O:7]>>[Cl:8][c:9]1[c:10]([O:44][c:45]2[cH:46][c:47]([Cl:53])[cH:48][c:49]([C:51]#[N:52])[cH:50]2)[c:11]([F:43])[c:12]([CH2:15][NH:16][C:17](=[O:18])[c:19]2[nH:20][c:21]3[cH:22][cH:23][c:24]([O:28][CH2:29][CH:30]4[O:31][CH2:32][CH2:33][NH:34][CH2:35]4)[cH:25][c:26]3[cH:27]2)[cH:13][cH:14]1. Reactants: C(C1=CC=CC=C1)OC1CC2OC2CC1 ((1RS,3RS,6SR)-3-(benzyloxy)-7-oxa-bicyclo[4.1.0]heptane), BrC=1C=CC(=C(C1)C(F)(F)F)Cl (5-bromo-2-chloro-1-trifluoromethyl-benzene), C(CCC)[Li] (n-butyllithium), B(F)(F)F.CCOCC (boron trifluoride etherate), [Cl-].[NH4+] (ammonium chloride). Run in C1CCOC1 (THF), C1CCOC1 (THF). Conditions: temperature -78 celsius, time 30 minute. Yields the product C(C1=CC=CC=C1)OC1CC(C(CC1)O)C1=CC(=C(C=C1)Cl)C(F)(F)F ((1SR,2RS,4RS)-4-(benzyloxy)-2-(4-chloro-3-(trifluoro-methyl)phenyl)cyclohexanol). The yield is 51.0%. Reaction SMILES: Br[C:2]1[CH:3]=[CH:4][C:5]([Cl:12])=[C:6]([C:8]([F:11])([F:10])[F:9])[CH:7]=1.C([Li])CCC.B(F)(F)F.CCOCC.[CH2:27]([O:34][CH:35]1[CH2:41][CH2:40][CH:39]2[CH:37]([O:38]2)[CH2:36]1)[C:28]1[CH:33]=[CH:32][CH:31]=[CH:30][CH:29]=1.[Cl-].[NH4+]>C1COCC1>[CH2:27]([O:34][CH:35]1[CH2:41][CH2:40][CH:39]([OH:38])[CH:37]([C:2]2[CH:3]=[CH:4][C:5]([Cl:12])=[C:6]([C:8]([F:11])([F:10])[F:9])[CH:7]=2)[CH2:36]1)[C:28]1[CH:33]=[CH:32][CH:31]=[CH:30][CH:29]=1 |f:2.3,5.6|. Procedure details: A solution of 5-bromo-2-chloro-1-trifluoromethyl-benzene (1.09 mL, 7.34 mmol) in THF (20 mL) was stirred at −78° C. and treated with n-butyllithium (1.6 M in hexane, 4.59 mL, 7.34 mmol). The resulting solution was stirred at −78° C. for 30 min and then treated with boron trifluoride etherate (924 μL, 7.34 mmol). After stirring for an additional 10 min, a solution of (1RS,3RS,6SR)-3-(benzyloxy)-7-oxa-bicyclo[4.1.0]heptane (prepared according to the procedure of Chini et al., J. Org. Chem. 1990, 5...